This data is from the Open Reaction Database (ORD), a public repository of structured organic reaction records. The task is: describe an organic reaction: reactants, conditions, products, and yield Reaction SMILES: [CH2:1]([CH3:2])[CH:3]([C:4](=[O:5])[O:6][CH2:7][CH3:8])[CH2:9][c:10]1[cH:11][c:12]([C:18]([NH:19][CH2:20][c:21]2[cH:22][cH:23][c:24]([C:27]([F:28])([F:29])[F:30])[cH:25][cH:26]2)=[O:31])[c:13]([O:16][CH3:17])[cH:14][cH:15]1.[CH3:34][CH2:35][OH:36].[Na+:33].[OH-:32]>>[CH2:1]([CH3:2])[CH:3]([C:4](=[O:5])[OH:6])[CH2:9][c:10]1[cH:11][c:12]([C:18]([NH:19][CH2:20][c:21]2[cH:22][cH:23][c:24]([C:27]([F:28])([F:29])[F:30])[cH:25][cH:26]2)=[O:31])[c:13]([O:16][CH3:17])[cH:14][cH:15]1. Reactants: CCOC(=O)C(CC)Cc1ccc(OC)c(C(=O)NCc2ccc(C(F)(F)F)cc2)c1, CCO, [Na+], [OH-]. The product is CCC(Cc1ccc(OC)c(C(=O)NCc2ccc(C(F)(F)F)cc2)c1)C(=O)O. Reactants: [H][H] (hydrogen), FC1=CC=C(C=C1)OC (4-Fluoroanisole), C(C)C(C(=O)Cl)CC(=O)Cl (ethyl succinyl chloride), [N+](=O)([O-])C (nitromethane), [Cl-].[Al+3].[Cl-].[Cl-] (Aluminium chloride). Product: FC=1C=CC(=C(C1)CCCC(=O)O)OC (4-(5-Fluoro-2-methoxy phenyl)butanoic acid). RXN SMILES: [F:1][C:2]1[CH:7]=[CH:6][C:5]([O:8][CH3:9])=[CH:4][CH:3]=1.C([CH:12]([CH2:16][C:17](Cl)=O)[C:13](Cl)=[O:14])C.[Cl-].[Al+3].[Cl-].[Cl-].[H][H].[N+](C)([O-])=[O:27]>>[F:1][C:2]1[CH:7]=[CH:6][C:5]([O:8][CH3:9])=[C:4]([CH2:17][CH2:16][CH2:12][C:13]([OH:27])=[O:14])[CH:3]=1 |f:2.3.4.5|. Reported procedure: 4-Fluoroanisole (20 g) and ethyl succinyl chloride (28 g) were dissolved in nitromethane (70 ml). The solution was cooled in an ice +water bath and stirred under nitrogen. Aluminium chloride was added (30 g in 3×10 g portions) over 30 minutes. The cooling bath was removed and the reaction mixture was stirred under nitrogen for 5 hours. The reaction mixture was poured onto ice and extracted into ethyl acetate. The organic phase was collected and concentrated under reduced pressure. The crude prod... Reactants: ClC1=CC=C(C=C1)SCC(CN1C=NC=C1)O (1-[3'-(4"-chlorophenylthio)-2'-hydroxypropyl]imidazole), S(=O)(Cl)Cl (thionyl chloride). Yields the product Cl.ClC(CN1C=NC=C1)CSC1=CC=C(C=C1)Cl (1-[2'-chloro-3'-(4"-chlorophenylthio)propyl]imidazole hydrochloride). As a reaction SMILES: [Cl:1][C:2]1[CH:7]=[CH:6][C:5]([S:8][CH2:9][CH:10](O)[CH2:11][N:12]2[CH:16]=[CH:15][N:14]=[CH:13]2)=[CH:4][CH:3]=1.S(Cl)([Cl:20])=O>>[ClH:1].[Cl:20][CH:10]([CH2:9][S:8][C:5]1[CH:6]=[CH:7][C:2]([Cl:1])=[CH:3][CH:4]=1)[CH2:11][N:12]1[CH:16]=[CH:15][N:14]=[CH:13]1 |f:2.3|. Procedure: 1-[3'-(4"-chlorophenylthio)-2'-hydroxypropyl]imidazole (2.0 g.) and 10 ml. thionyl chloride are warmed gently for 2 hours. Thereafter, the reaction mixture is evaporated to dryness to yield 1-[2'-chloro-3'-(4"-chlorophenylthio)propyl]imidazole hydrochloride as a gum. The gum is dissolved in dichloromethane (100 ml.), basified with aqueous potassium carbonate solution and the organic phase dried over magnesium sulfate and evaporated.